This data is from the Open Reaction Database (ORD), a public repository of structured organic reaction records. The task is: describe an organic reaction: reactants, conditions, products, and yield Reactants: C(=O)(N1C=NC=C1)N1C=NC=C1 (1,1'-Carbonyldiimidazole), [N+]=1(C(=CC=CC1)C(=O)O)[O-] (picolinic acid N-oxide), NC1=NC=CC=C1 (2-aminopyridine). Reported procedure: 1,1'-Carbonyldiimidazole (4.254 g, 26.2 mol) was added to a solution of picolinic acid N-oxide (3.318g, 23.9 mol) in dry dimethylformamide (50 ml). After 4 hours, 2-aminopyridine (2.466 g, 26.2 mol) was added. After 1 hour, the solution was warmed to 100° for 80 minutes and cooled to room temperature. After 18 hours the solution was subjected to evaporation in vacuo to give an oil which slowly crystallised. The solid was recrystallised from EtOH to give the title compound (3.775 g) as needles, m... RXN SMILES: C(N1C=CN=C1)(N1C=CN=C1)=O.[N+:13]1([O-:22])[C:14]([C:19]([OH:21])=O)=[CH:15][CH:16]=[CH:17][CH:18]=1.[NH2:23][C:24]1[CH:29]=[CH:28][CH:27]=[CH:26][N:25]=1>CN(C)C=O>[N:25]1[CH:26]=[CH:27][CH:28]=[CH:29][C:24]=1[NH:23][C:19]([C:14]1[N+:13]([O-:22])=[CH:18][CH:17]=[CH:16][CH:15]=1)=[O:21]. The product is N1=C(C=CC=C1)NC(=O)C=1[N+](=CC=CC1)[O-] (N-(Pyridin-2-yl)pyridine-2-carboxamide-1-oxide). Isolated yield 0.1%. Run in CN(C=O)C (dimethylformamide). Reaction conditions: time 4 hour. Reactants: FC=1C(=C(C=CC1)C=1CCN(CC1)CCC)C(F)(F)F (4-[3-fluoro-2-(trifluoromethyl)phenyl]-1-propyl-1,2,3,6-tetrahydro pyridine). Reagents/catalysts: [Ni] (Raney nickel). Run in C(C)O (ethanol). Reaction conditions: time 2 day. Yields the product FC=1C(=C(C=CC1)C1CCN(CC1)CCC)C(F)(F)F (4-[3-FLUORO-2-(TRIFLUOROMETHYL)PHENYL]-1-PROPYLPIPERIDINE). Yield: 77.8%. RXN SMILES: [F:1][C:2]1[C:3]([C:17]([F:20])([F:19])[F:18])=[C:4]([C:8]2[CH2:9][CH2:10][N:11]([CH2:14][CH2:15][CH3:16])[CH2:12][CH:13]=2)[CH:5]=[CH:6][CH:7]=1>C(O)C.[Ni]>[F:1][C:2]1[C:3]([C:17]([F:20])([F:18])[F:19])=[C:4]([CH:8]2[CH2:9][CH2:10][N:11]([CH2:14][CH2:15][CH3:16])[CH2:12][CH2:13]2)[CH:5]=[CH:6][CH:7]=1. Reported procedure: To a solution of 4-[3-fluoro-2-(trifluoromethyl)phenyl]-1-propyl-1,2,3,6-tetrahydro pyridine (1.73 g, 6.0 mmol) in ethanol (30 ml) was added Raney nickel (slurry in water, 10 ml) and the reaction mixture was hydrogenated under hydrogen (50 psi) for 2 days. Filtration through a pad of celite and evaporation of the filtrate gave 1.35 g of crude product. MS m/z (relative intensity, 70 eV) 289 (M+, 4), 261 (16), 260 (bp), 176 (6) 70 (20). The reactants are CC(Oc1cccc2nc[nH]c(=O)c12)C(=O)N(C)C, N#Cc1ccccc1Cn1ncc2cc(N)ccc21. The product is CC(Oc1cccc2ncnc(Nc3ccc4c(cnn4Cc4ccccc4C#N)c3)c12)C(=O)N(C)C. As a reaction SMILES: [CH3:1][N:2]([C:3]([CH:4]([CH3:5])[O:6][c:7]1[c:8]2[c:9](=[O:17])[nH:10][cH:11][n:12][c:13]2[cH:14][cH:15][cH:16]1)=[O:18])[CH3:19].[NH2:20][c:21]1[cH:22][c:23]2[cH:24][n:25][n:26]([CH2:30][c:31]3[c:32]([C:33]#[N:34])[cH:35][cH:36][cH:37][cH:38]3)[c:27]2[cH:28][cH:29]1>>[CH3:1][N:2]([C:3]([CH:4]([CH3:5])[O:6][c:7]1[c:8]2[c:9]([NH:20][c:21]3[cH:22][c:23]4[cH:24][n:25][n:26]([CH2:30][c:31]5[c:32]([C:33]#[N:34])[cH:35][cH:36][cH:37][cH:38]5)[c:27]4[cH:28][cH:29]3)[n:10][cH:11][n:12][c:13]2[cH:14][cH:15][cH:16]1)=[O:18])[CH3:19]. Reactants: COC(COC1=C2C(=C(C(=NC2=C(C=C1)F)CC)CC1=CC=C(C=C1)C(=O)N1CCCC1)OC(F)F)=O ({4-difluoromethoxy-2-ethyl-8-fluoro-3-[4-(pyrrolidine-1-carbonyl)benzyl]quinolin-5-yloxy}acetic acid methyl ester), [OH-].[Li+] (lithium hydroxide). Solvent: O1CCCC1 (tetrahydrofuran). Reaction conditions: time 2 hour. The product is FC(OC1=C(C(=NC2=C(C=CC(=C12)OCC(=O)O)F)CC)CC1=CC=C(C=C1)C(=O)N1CCCC1)F ({4-difluoromethoxy-2-ethyl-8-fluoro-3-[4-(pyrrolidine-1-carbonyl)benzyl]quinolin-5-yloxy}acetic Acid). As a reaction SMILES: C[O:2][C:3](=[O:37])[CH2:4][O:5][C:6]1[CH:15]=[CH:14][C:13]([F:16])=[C:12]2[C:7]=1[C:8]([O:33][CH:34]([F:36])[F:35])=[C:9]([CH2:19][C:20]1[CH:25]=[CH:24][C:23]([C:26]([N:28]3[CH2:32][CH2:31][CH2:30][CH2:29]3)=[O:27])=[CH:22][CH:21]=1)[C:10]([CH2:17][CH3:18])=[N:11]2.[OH-].[Li+]>O1CCCC1>[F:36][CH:34]([F:35])[O:33][C:8]1[C:7]2[C:12](=[C:13]([F:16])[CH:14]=[CH:15][C:6]=2[O:5][CH2:4][C:3]([OH:37])=[O:2])[N:11]=[C:10]([CH2:17][CH3:18])[C:9]=1[CH2:19][C:20]1[CH:25]=[CH:24][C:23]([C:26]([N:28]2[CH2:29][CH2:30][CH2:31][CH2:32]2)=[O:27])=[CH:22][CH:21]=1 |f:1.2|. Reported procedure: A mixture of {4-difluoromethoxy-2-ethyl-8-fluoro-3-[4-(pyrrolidine-1-carbonyl)benzyl]quinolin-5-yloxy}acetic acid methyl ester (0.14 g), tetrahydrofuran (3.0 mL) and 1.0 M aqueous lithium hydroxide solution (0.55 mL) was stirred at room temperature for 2 hours. The solvent was removed under reduced pressure and the residue was diluted with water. The pH of mixture was adjusted to 4 by the addition of sodium dihydrogenphosphate and the resulting precipitate was collected by filtration, washed wit... Reactants: C(c1cc(c2ccccc2)n(c2ccccc2)n1)=O, CC1=CN=C(C=C1)N, [C-]#[N+]C1CCCCC1. Reagents/catalysts: O=C(O)C(F)(F)F (trifluoroacetic acid). The solvent is CC(C)O (isopropyl alcohol), CC(C)O (isopropylalcohol). Run at temperature 22 celsius, time 20 hour. Product: Cc1ccc2nc(c3cc(c4ccccc4)n(c4ccccc4)n3)c(NC3CCCCC3)n2c1. The yield is 46.3%. As a reaction SMILES: CC1=CC=C(N)N=C1.[C-]#[N+]C1CCCCC1.O=CC1=NN(C(=C1)C1=CC=CC=C1)C1=CC=CC=C1>>CC1=CN2C(C=C1)=NC(C1=NN(C(=C1)C1=CC=CC=C1)C1=CC=CC=C1)=C2NC1CCCCC1. Starting materials: BrC=1C=C(C=CC1F)C(C(=O)C1=CC=C(C=C1)OC(F)F)=O (1-(3-bromo-4-fluorophenyl)-2-[4-(difluoromethoxy)phenyl-]ethane-1,2-dione), CC1NC(CCC1)C (2,6-dimethylpiperidine), C(#C)C1CC1 (ethynylcyclopropane). Reagents/catalysts: [Pd].C1(=CC=CC=C1)P(C1=CC=CC=C1)C1=CC=CC=C1.C1(=CC=CC=C1)P(C1=CC=CC=C1)C1=CC=CC=C1.C1(=CC=CC=C1)P(C1=CC=CC=C1)C1=CC=CC=C1.C1(=CC=CC=C1)P(C1=CC=CC=C1)C1=CC=CC=C1 (tetrakis(triphenylphosphine) palladium (0)). The solvent is O (water). Run at temperature 80 celsius, time 5 hour. Product: C1(CC1)C#CC=1C=C(C=CC1F)C(C(=O)C1=CC=C(C=C1)OC(F)F)=O (1-[3-(cyclopropylethynyl)-4-fluorophenyl]-2-[4-(difluoromethoxy)phenyl]ethane-1,2-dione), solid. Reaction SMILES: Br[C:2]1[CH:3]=[C:4]([C:9](=[O:22])[C:10]([C:12]2[CH:17]=[CH:16][C:15]([O:18][CH:19]([F:21])[F:20])=[CH:14][CH:13]=2)=[O:11])[CH:5]=[CH:6][C:7]=1[F:8].C[CH:24]1[CH2:29][CH2:28][CH2:27][CH:26](C)N1.C(C1CC1)#C>[Pd].C1(P(C2C=CC=CC=2)C2C=CC=CC=2)C=CC=CC=1.C1(P(C2C=CC=CC=2)C2C=CC=CC=2)C=CC=CC=1.C1(P(C2C=CC=CC=2)C2C=CC=CC=2)C=CC=CC=1.C1(P(C2C=CC=CC=2)C2C=CC=CC=2)C=CC=CC=1.O>[CH:28]1([C:27]#[C:26][C:2]2[CH:3]=[C:4]([C:9](=[O:22])[C:10]([C:12]3[CH:17]=[CH:16][C:15]([O:18][CH:19]([F:21])[F:20])=[CH:14][CH:13]=3)=[O:11])[CH:5]=[CH:6][C:7]=2[F:8])[CH2:29][CH2:24]1 |f:3.4.5.6.7|. Procedure details: A mixture of 1-(3-bromo-4-fluorophenyl)-2-[4-(difluoromethoxy)phenyl-]ethane-1,2-dione (2.1 g, 5.63 mmol), 2,6-dimethylpiperidine (10 mL), and ethynylcyclopropane (0.74 g, 11.27 mmol) was degassed with argon for 5 minutes. The reaction mixture was treated with tetrakis(triphenylphosphine) palladium (0) (327 mg, 0.28 mmol), stirred at 80° C. for 5 h, cooled to room temperature, poured into water and extracted with EtOAc. The extracts were combined, dried over MgSO4, and concentrated in vacuo. Pur... Reactants: O=[N+]([O-])c1cc(Br)ccc1F, C1CCOC1, CCCCCC, CC(C)(N)CO. Yields the product CC(C)(CO)Nc1ccc(Br)cc1[N+](=O)[O-]. As a reaction SMILES: [Br:1][c:2]1[cH:3][cH:4][c:5]([F:11])[c:6]([N+:8](=[O:9])[O-:10])[cH:7]1.[CH2:24]1[O:25][CH2:26][CH2:27][CH2:28]1.[CH3:18][CH2:19][CH2:20][CH2:21][CH2:22][CH3:23].[NH2:12][C:13]([CH2:14][OH:15])([CH3:16])[CH3:17]>>[Br:1][c:2]1[cH:3][cH:4][c:5]([NH:12][C:13]([CH2:14][OH:15])([CH3:16])[CH3:17])[c:6]([N+:8](=[O:9])[O-:10])[cH:7]1. The reactants are NC1=C2C(CC(N3CCOC(C=C1)=C32)=O)(C(F)(F)F)O (7-amino-6-hydroxy-6-trifluoromethyl-2,3,5,6-tetrahydro-1-oxa-3a-aza-phenalen-4-one), C([O-])([O-])=O.[Na+].[Na+] (sodium carbonate). Run at time 8 hour. The product is NC1=C2C(=CC(N3CCOC(C=C1)=C32)=O)C(F)(F)F (7-amino-6-trifluoromethyl-2,3-dihydro-1-oxa-3a-aza-phenalen-4-one). RXN SMILES: [NH2:1][C:2]1[CH:13]=[CH:12][C:11]2=[C:14]3[C:3]=1[C:4](O)([C:16]([F:19])([F:18])[F:17])[CH2:5][C:6](=[O:15])[N:7]3[CH2:8][CH2:9][O:10]2.C(=O)([O-])[O-].[Na+].[Na+]>>[NH2:1][C:2]1[CH:13]=[CH:12][C:11]2=[C:14]3[C:3]=1[C:4]([C:16]([F:19])([F:18])[F:17])=[CH:5][C:6](=[O:15])[N:7]3[CH2:8][CH2:9][O:10]2 |f:1.2.3|. Reported procedure: Impure 7-amino-6-hydroxy-6-trifluoromethyl-2,3,5,6-tetrahydro-1-oxa-3a-aza-phenalen-4-one (0.2 g) was heated to 140° C. for 1.5 hours then stirred at room temperature overnight. The reaction mixture was poured onto ice, made basic with 1M sodium carbonate, extracted three times with ethyl acetate, dried the organic extracts over magnesium sulfate, filtered, evaporated to a yellow solid. The yellow solid (crude material) was purified using the Biotage 40S system eluting with 30% ethyl acetate/hex...